From a dataset of the Open Reaction Database (ORD), a public repository of structured organic reaction records. describe an organic reaction: reactants, conditions, products, and yield Starting materials: COC(=O)CC(C)C(=O)O, NC1(C(=O)O)CCCC1. Yields the product COC(=O)CC(C)C(=O)NC1(C(=O)O)CCCC1. Reaction SMILES: [CH3:10][O:11][C:12](=[O:13])[CH2:14][CH:15]([C:16](=[O:17])[OH:18])[CH3:19].[NH2:1][C:2]1([C:7](=[O:8])[OH:9])[CH2:3][CH2:4][CH2:5][CH2:6]1>>[NH:1]([C:2]1([C:7](=[O:8])[OH:9])[CH2:3][CH2:4][CH2:5][CH2:6]1)[C:16]([CH:15]([CH2:14][C:12]([O:11][CH3:10])=[O:13])[CH3:19])=[O:17]. Reactants: [Mg] (magnesium), BrCCCCOCCOC (3-Bromo-1-(2-methoxyethoxymethyl)-propane), [NH4+].[Cl-] (NH4Cl), ClC(CCC(=O)OC)=O (methyl 4-chloro-4-oxobutyrate). Reagents/catalysts: [Cu](Cl)Cl (copper chloride). Solvent: C1CCOC1 (THF), C1CCOC1 (THF). Run at temperature 0 celsius, time 5 minute. Product: COC(CCC(=O)CCCCOCCOC)=O (Methyl-4-((2-methoxyethoxymethyl)-propyl)4-oxobutyrate). The yield is 69.2%. Reaction SMILES: [Mg].Br[CH2:3][CH2:4][CH2:5][CH2:6][O:7][CH2:8][CH2:9][O:10][CH3:11].Cl[C:13](=[O:20])[CH2:14][CH2:15][C:16]([O:18][CH3:19])=[O:17].[NH4+].[Cl-]>C1COCC1.[Cu](Cl)Cl>[CH3:19][O:18][C:16](=[O:17])[CH2:15][CH2:14][C:13]([CH2:3][CH2:4][CH2:5][CH2:6][O:7][CH2:8][CH2:9][O:10][CH3:11])=[O:20] |f:3.4|. Procedure details: A 5 L 3-neck round bottom flask was fitted with a thermocouple probe, a 2 L dropping funnel, an inlet argon, and a mechanical stirrer. After the addition of magnesium (65.6 g, 2.7 mol), entire system was flame dried. Then, 100 mL of dry THF and 5 mL of neat 43 was added dropwise with vigorous stirring over a period of 5 minutes. When the temperature was arised to 30° C., the flask was placed in an ice bath and a solution of 43 (234 g, 1.08 mol) in THF (1 L) was added dropwise to maintain the tem...